This data is from the Open Reaction Database (ORD), a public repository of structured organic reaction records. The task is: describe an organic reaction: reactants, conditions, products, and yield Reactants: NC1=CC(CC(C1)(C)C)=O (3-amino-5,5-dimethyl-2-cyclohexen-1-one), ClC1=C(C=C(C=O)C=C1)F (4-chloro-3-fluorobenzaldehyde). Yields the product ClC1=C(C=C(C=C1)C1C=2C(CC(CC2NC=2CC(CC(C12)=O)(C)C)(C)C)=O)F (9-(4-chloro-3-fluorophenyl)-3,4,6,7,9,10-hexahydro-3,3,6,6-tetramethyl-1,8(2H,5H)-acridinedione). Reaction SMILES: [NH2:1][C:2]1[CH2:7][C:6]([CH3:9])([CH3:8])[CH2:5][C:4](=[O:10])[CH:3]=1.[Cl:11][C:12]1[CH:19]=[CH:18][C:15]([CH:16]=O)=[CH:14][C:13]=1[F:20]>>[Cl:11][C:12]1[CH:19]=[CH:18][C:15]([CH:16]2[C:3]3[C:4](=[O:10])[CH2:5][C:6]([CH3:9])([CH3:8])[CH2:7][C:2]=3[NH:1][C:2]3[CH2:7][C:6]([CH3:9])([CH3:8])[CH2:5][C:4](=[O:10])[C:3]2=3)=[CH:14][C:13]=1[F:20]. Procedure: Reaction of 3-amino-5,5-dimethyl-2-cyclohexen-1-one with 4-chloro-3-fluorobenzaldehyde in an analogous manner to that described in Example 1 gave 9-(4-chloro-3-fluorophenyl)-3,4,6,7,9,10-hexahydro-3,3,6,6-tetramethyl-1,8(2H,5H)-acridinedione. Crystallization from absolute ethanol gave a yellow crystalline solid of melting point >300° C. (decomposition). The reactants are COC(=O)CCCCCN1CC(CN(C(=O)OC(C)(C)C)C(C)c2cccc3ccccc23)C(c2ccccc2)C1, C1CCOC1, CO, [Na+], [OH-]. The product is CC(c1cccc2ccccc12)N(CC1CN(CCCCCC(=O)O)CC1c1ccccc1)C(=O)OC(C)(C)C. Reaction SMILES: [C:1]([CH3:2])([CH3:3])([CH3:4])[O:5][C:6](=[O:7])[N:8]([CH:9]([CH3:10])[c:11]1[cH:12][cH:13][cH:14][c:15]2[cH:16][cH:17][cH:18][cH:19][c:20]12)[CH2:21][CH:22]1[CH2:23][N:24]([CH2:33][CH2:34][CH2:35][CH2:36][CH2:37][C:38](=[O:39])[O:40][CH3:41])[CH2:25][CH:26]1[c:27]1[cH:28][cH:29][cH:30][cH:31][cH:32]1.[CH2:46]1[O:47][CH2:48][CH2:49][CH2:50]1.[CH3:44][OH:45].[Na+:43].[OH-:42]>>[C:1]([CH3:2])([CH3:3])([CH3:4])[O:5][C:6](=[O:7])[N:8]([CH:9]([CH3:10])[c:11]1[cH:12][cH:13][cH:14][c:15]2[cH:16][cH:17][cH:18][cH:19][c:20]12)[CH2:21][CH:22]1[CH2:23][N:24]([CH2:33][CH2:34][CH2:35][CH2:36][CH2:37][C:38](=[O:39])[OH:40])[CH2:25][CH:26]1[c:27]1[cH:28][cH:29][cH:30][cH:31][cH:32]1. The reactants are Cl[Sn]Cl (SnCl2), [N-]=[N+]=[N-].[Na+] (Sodium azide), C(#N)C1=CC=C(CBr)C=C1 (4-Cyanobenzyl bromide). Run in CO (methanol), CCOCC (ether), CN(C=O)C (dimethylformamide). Conditions: temperature 60 celsius, time 1 hour. The product is Cl.C(#N)C1=CC=C(CN)C=C1 (4-Cyanobenzylamine hydrochloride). RXN SMILES: [C:1]([C:3]1[CH:10]=[CH:9][C:6]([CH2:7]Br)=[CH:5][CH:4]=1)#[N:2].[N-:11]=[N+]=[N-].[Na+].[Cl:15][Sn]Cl>CN(C)C=O.CCOCC.CO>[ClH:15].[C:1]([C:3]1[CH:10]=[CH:9][C:6]([CH2:7][NH2:11])=[CH:5][CH:4]=1)#[N:2] |f:1.2,7.8|. Procedure: 4-Cyanobenzyl bromide (5.0 g, 26 mmol) was dissolved in dimethylformamide. Sodium azide (3.3 g, 50 mmol) was added and the reaction mixture was stirred at 60° C. for 1 h. The mixture was diluted with ether and washed with 1 N sodium bicarbonate, water and brine. The solution was then dried over MgSO4 and concentrated. This azide intermediate was dissolved in methanol and added to a slurry of SnCl2 (7.4 g, 39 mmol) in methanol at 0° C. After warming to rt and stirring for 0.5 h, the reaction mixt...